This data is from the Open Reaction Database (ORD), a public repository of structured organic reaction records. The task is: describe an organic reaction: reactants, conditions, products, and yield Starting materials: ClCCl, C=CCOC(=O)Nc1ccc(OC)cc1, Cc1ccc(S(=O)O)cc1, c1ccc(P(c2ccccc2)(c2ccccc2)[Pd](P(c2ccccc2)(c2ccccc2)c2ccccc2)(P(c2ccccc2)(c2ccccc2)c2ccccc2)P(c2ccccc2)(c2ccccc2)c2ccccc2)cc1. Yields the product COc1ccc(N)cc1. As a reaction SMILES: [CH2:103]([Cl:104])[Cl:105].[CH3:11][O:12][c:13]1[cH:14][cH:15][c:16]([NH:19][C:20](=[O:21])[O:22][CH2:23][CH:24]=[CH2:25])[cH:17][cH:18]1.[c:1]1([CH3:2])[cH:3][cH:4][c:5]([S:6]([OH:7])=[O:8])[cH:9][cH:10]1.[cH:26]1[cH:27][cH:28][c:29]([P:30]([Pd:31]([P:32]([c:33]2[cH:34][cH:35][cH:36][cH:37][cH:38]2)([c:39]2[cH:40][cH:41][cH:42][cH:43][cH:44]2)[c:45]2[cH:46][cH:47][cH:48][cH:49][cH:50]2)([P:51]([c:52]2[cH:53][cH:54][cH:55][cH:56][cH:57]2)([c:58]2[cH:59][cH:60][cH:61][cH:62][cH:63]2)[c:64]2[cH:65][cH:66][cH:67][cH:68][cH:69]2)[P:70]([c:71]2[cH:72][cH:73][cH:74][cH:75][cH:76]2)([c:77]2[cH:78][cH:79][cH:80][cH:81][cH:82]2)[c:83]2[cH:84][cH:85][cH:86][cH:87][cH:88]2)([c:89]2[cH:90][cH:91][cH:92][cH:93][cH:94]2)[c:95]2[cH:96][cH:97][cH:98][cH:99][cH:100]2)[cH:101][cH:102]1>>[CH3:11][O:12][c:13]1[cH:14][cH:15][c:16]([NH2:19])[cH:17][cH:18]1.